describe an organic reaction: reactants, conditions, products, and yield From a dataset of the Open Reaction Database (ORD), a public repository of structured organic reaction records. The reactants are FC1=C(C=CC=C1)[N+](=O)[O-] (2-fluoronitrobenzene), [Na+].CS(=O)[CH2-] (dimsyl sodium), [H-].[Na+] (sodium hydride), C(C)(=O)N1CCC(CC1)(O)C#C (1-acetyl-4-ethynyl-4-piperidinol). The solvent is O (water), CS(=O)C (dimethylsulfoxide). Run at time 20 minute. Product: C(C)(=O)N1CCC(CC1)(OC1=C(C=CC=C1)[N+](=O)[O-])C#C (1-Acetyl-4-ethynyl-4-(2-nitrophenoxy)piperidine). The yield is 23.7%. RXN SMILES: [Na+].CS([CH2-])=O.[H-].[Na+].[C:8]([N:11]1[CH2:16][CH2:15][C:14]([C:18]#[CH:19])([OH:17])[CH2:13][CH2:12]1)(=[O:10])[CH3:9].F[C:21]1[CH:26]=[CH:25][CH:24]=[CH:23][C:22]=1[N+:27]([O-:29])=[O:28]>O.CS(C)=O>[C:8]([N:11]1[CH2:16][CH2:15][C:14]([C:18]#[CH:19])([O:17][C:21]2[CH:26]=[CH:25][CH:24]=[CH:23][C:22]=2[N+:27]([O-:29])=[O:28])[CH2:13][CH2:12]1)(=[O:10])[CH3:9] |f:0.1,2.3|. Reported procedure: To a stirred solution of dimsyl sodium, prepared from 16.5 g of sodium hydride (50% in oil, washed three times with hexanes) and 400 ml of dimethylsulfoxide at 17°-25° was added, in aliquots, 57.7 g of 1-acetyl-4-ethynyl-4-piperidinol. Upon completion of the addition, 55.3 g of 2-fluoronitrobenzene was added dropwise at a rate such that the temperature remained below 25°. The mixture was stirred at room temperature for 20 min, poured into cold water, extracted three times with ether, washed with... Starting materials: COc1cccc(-c2cccc3c2OC(CNC(=O)OCc2ccccc2)C3)c1, Cl. Product: COc1cccc(-c2cccc3c2OC(CN)C3)c1. Reaction SMILES: [CH3:1][O:2][c:3]1[cH:4][c:5](-[c:9]2[cH:10][cH:11][cH:12][c:13]3[c:17]2[O:16][CH:15]([CH2:18][NH:19][C:20](=[O:21])[O:22][CH2:23][c:24]2[cH:25][cH:26][cH:27][cH:28][cH:29]2)[CH2:14]3)[cH:6][cH:7][cH:8]1.[ClH:30]>>[CH3:1][O:2][c:3]1[cH:4][c:5](-[c:9]2[cH:10][cH:11][cH:12][c:13]3[c:17]2[O:16][CH:15]([CH2:18][NH2:19])[CH2:14]3)[cH:6][cH:7][cH:8]1.